From a dataset of the Open Reaction Database (ORD), a public repository of structured organic reaction records. describe an organic reaction: reactants, conditions, products, and yield Starting materials: O(C1=CC=CC=C1)P(=O)(OC1=CC=CC=C1)OC=1[C@@H]([C@@H]2N(C1C(=O)OCC=C)C([C@@H]2[C@@H](C)O)=O)C (allyl (1R,5S,6S)-2-diphenoxyphosphoryloxy-6-[(R)-1-hydroxyethyl]-1-methyl-1-carbapen-2-em-3-carboxylate), C(C=C)OC(=O)N1[C@@H](C[C@@H](C1)S)CC1C(NC1)=O ((2R,4S)-N-allyloxycarbonyl-2-(2-azetidinon-3-ylmethyl)-4-mercaptopyrrolidine), C(C)(C)N(C(C)C)CC (N,N-diisopropylethylamine). The product is C(C=C)OC(=O)N1[C@@H](C[C@@H](C1)SC=1[C@@H]([C@H]2N(C1C(=O)OCC=C)C([C@@H]2[C@@H](C)O)=O)C)CC2C(NC2)=O (allyl (1R,5S,6S)-2-[(2R,4S)-N-allyloxycarbonyl-2-(2-azetidinon-3-ylmethyl)pyrrolidin-4-ylthio]-6-[(R)-1-hydroxyethyl]-1-methyl-1-carbapen-2-em-3-carboxylate). Isolated yield 36.4%. As a reaction SMILES: O(P(O[C:18]1[C@H:19]([CH3:35])[C@H:20]2[C@@H:30]([C@H:31]([OH:33])[CH3:32])[C:29](=[O:34])[N:21]2[C:22]=1[C:23]([O:25][CH2:26][CH:27]=[CH2:28])=[O:24])(OC1C=CC=CC=1)=O)C1C=CC=CC=1.[CH2:36]([O:39][C:40]([N:42]1[CH2:46][C@@H:45]([SH:47])[CH2:44][C@H:43]1[CH2:48][CH:49]1[CH2:52][NH:51][C:50]1=[O:53])=[O:41])[CH:37]=[CH2:38].C(N(CC)C(C)C)(C)C>>[CH2:36]([O:39][C:40]([N:42]1[CH2:46][C@@H:45]([S:47][C:18]2[C@H:19]([CH3:35])[C@@H:20]3[C@@H:30]([C@H:31]([OH:33])[CH3:32])[C:29](=[O:34])[N:21]3[C:22]=2[C:23]([O:25][CH2:26][CH:27]=[CH2:28])=[O:24])[CH2:44][C@H:43]1[CH2:48][CH:49]1[CH2:52][NH:51][C:50]1=[O:53])=[O:41])[CH:37]=[CH2:38]. Procedure: The same procedure as in Example 8-1 was carried out by using allyl (1R,5S,6S)-2-diphenoxyphosphoryloxy-6-[(R)-1-hydroxyethyl]-1-methyl-1-carbapen-2-em-3-carboxylate (331 mg, 0.66 mmol), (2R,4S)-N-allyloxycarbonyl-2-(2-azetidinon-3-ylmethyl)-4-mercaptopyrrolidine (180 mg, 0.66 mmol) and N,N-diisopropylethylamine (0.12 ml, 0.66 mmol) to obtain allyl (1R,5S,6S)-2-[(2R,4S)-N-allyloxycarbonyl-2-(2-azetidinon-3-ylmethyl)pyrrolidin-4-ylthio]-6-[(R)-1-hydroxyethyl]-1-methyl-1-carbapen-2-em-3-carboxylat... Starting materials: C(C)OC(CNC1=CC=CC2=CC=CC=C12)=O ((naphthalen-1-ylamino)-acetic acid ethyl ester), C=O (paraformaldehyde), C(=C)S(=O)(=O)C1=C(C=CC=C1)C(F)(F)F (1-ethenesulfonyl-2-trifluoromethyl-benzene). The product is C(C)OC(=O)C1N(CC(C1)S(=O)(=O)C1=C(C=CC=C1)C(F)(F)F)C1=CC=CC2=CC=CC=C12 (1-Naphthalen-1-yl-4-(2-trifluoromethyl-benzenesulfonyl)-pyrrolidine-2-carboxylic Acid Ethyl Ester). As a reaction SMILES: [CH2:1]([O:3][C:4](=[O:17])[CH2:5][NH:6][C:7]1[C:16]2[C:11](=[CH:12][CH:13]=[CH:14][CH:15]=2)[CH:10]=[CH:9][CH:8]=1)[CH3:2].[CH2:18]=O.[CH:20]([S:22]([C:25]1[CH:30]=[CH:29][CH:28]=[CH:27][C:26]=1[C:31]([F:34])([F:33])[F:32])(=[O:24])=[O:23])=[CH2:21]>>[CH2:1]([O:3][C:4]([CH:5]1[CH2:18][CH:20]([S:22]([C:25]2[CH:30]=[CH:29][CH:28]=[CH:27][C:26]=2[C:31]([F:32])([F:34])[F:33])(=[O:23])=[O:24])[CH2:21][N:6]1[C:7]1[C:16]2[C:11](=[CH:12][CH:13]=[CH:14][CH:15]=2)[CH:10]=[CH:9][CH:8]=1)=[O:17])[CH3:2]. Procedure details: In analogy to the procedure described in example 343d, (naphthalen-1-ylamino)-acetic acid ethyl ester (CAS Reg. No. 107456-67-7) was reacted with paraformaldehyde and 1-ethenesulfonyl-2-trifluoromethyl-benzene (example 243c) to give the title compound as brown oil. MS (ESI): m/z=478.2 [M+H]+.